Dataset: the Open Reaction Database (ORD), a public repository of structured organic reaction records. Task: describe an organic reaction: reactants, conditions, products, and yield Reactants: [Al+3], C1CCOC1, C1CCOC1, [H-], [H-], [H-], [H-], [Li+], CCOC(=O)c1cc2ccc(CN3CCOCC3)cc2o1. Yields the product OCc1cc2ccc(CN3CCOCC3)cc2o1. RXN SMILES: [Al+3:2].[CH2:33]1[O:34][CH2:35][CH2:36][CH2:37]1.[CH2:7]1[O:8][CH2:9][CH2:10][CH2:11]1.[H-:1].[H-:4].[H-:5].[H-:6].[Li+:3].[O:12]1[CH2:13][CH2:14][N:15]([CH2:18][c:19]2[cH:20][c:21]3[c:22]([cH:23][c:24]([C:26](=[O:27])[O:28][CH2:29][CH3:30])[o:25]3)[cH:31][cH:32]2)[CH2:16][CH2:17]1>>[O:12]1[CH2:13][CH2:14][N:15]([CH2:18][c:19]2[cH:20][c:21]3[c:22]([cH:23][c:24]([CH2:26][OH:27])[o:25]3)[cH:31][cH:32]2)[CH2:16][CH2:17]1. Reactants: FC1=CC=C(OCC2CCN(CC2)C(/C=C/C=2C=C3CC(C(NC3=NC2)=O)C(=O)OC)=O)C=C1 (methyl 6-[(1E)-3-{4-[(4-fluorophenoxy)methyl]piperidin-1-yl}-3-oxoprop-1-en-1-yl]-2-oxo-1,2,3,4-tetrahydro-1,8-naphthyridine-3-carboxylate), [OH-].[NH4+] (ammonium hydroxide). Run in N (ammonia). Product: FC1=CC=C(OCC2CCN(CC2)C(/C=C/C=2C=C3CC(C(NC3=NC2)=O)C(=O)N)=O)C=C1 (6-[(1E)-3-{4-[(4-fluorophenoxy)methyl]piperidin-1-yl}-3-oxoprop-1-en-1-yl]-2-oxo-1,2,3,4-tetrahydro-1,8-naphthyridine-3-carboxamide). The yield is 12.0%. Reaction SMILES: [F:1][C:2]1[CH:34]=[CH:33][C:5]([O:6][CH2:7][CH:8]2[CH2:13][CH2:12][N:11]([C:14](=[O:32])/[CH:15]=[CH:16]/[C:17]3[CH:18]=[C:19]4[C:24](=[N:25][CH:26]=3)[NH:23][C:22](=[O:27])[CH:21]([C:28](OC)=[O:29])[CH2:20]4)[CH2:10][CH2:9]2)=[CH:4][CH:3]=1.[OH-].[NH4+:36]>N>[F:1][C:2]1[CH:3]=[CH:4][C:5]([O:6][CH2:7][CH:8]2[CH2:13][CH2:12][N:11]([C:14](=[O:32])/[CH:15]=[CH:16]/[C:17]3[CH:18]=[C:19]4[C:24](=[N:25][CH:26]=3)[NH:23][C:22](=[O:27])[CH:21]([C:28]([NH2:36])=[O:29])[CH2:20]4)[CH2:10][CH2:9]2)=[CH:33][CH:34]=1 |f:1.2|. Reported procedure: A solution of methyl 6-[(1E)-3-{4-[(4-fluorophenoxy)methyl]piperidin-1-yl}-3-oxoprop-1-en-1-yl]-2-oxo-1,2,3,4-tetrahydro-1,8-naphthyridine-3-carboxylate (13 mg, 0.028 mmol) in ammonium hydroxide (33% in water, 0.5 mL) and in ammonia (2M in ethanol, 0.5 mL) was stirred at 90° C. for 1 h30. The mixture was concentrated to dryness and the residue was purified on preparative TLC (eluent: dichloromethane/MeOH 90/10) to give 6-[(1E)-3-{4-[(4-fluorophenoxy)methyl]piperidin-1-yl}-3-oxoprop-1-en-1-yl]-2-... Reactants: COc1ccc(P2(=S)SP(=S)(c3ccc(OC)cc3)S2)cc1, CNC(=O)C(OC)c1ccccc1ON=C(C)c1ccc(Cl)cc1, Cc1ccccc1, O. Yields the product CNC(=S)C(OC)c1ccccc1ON=C(C)c1ccc(Cl)cc1. RXN SMILES: [CH3:1][O:2][c:3]1[cH:4][cH:5][c:6]([P:7]2(=[S:10])[S:8][P:9]([c:11]3[cH:12][cH:13][c:14]([O:15][CH3:16])[cH:17][cH:18]3)(=[S:19])[S:20]2)[cH:21][cH:22]1.[CH3:23][O:24][CH:25]([C:26](=[O:27])[NH:28][CH3:29])[c:30]1[c:31]([O:36][N:37]=[C:38]([c:39]2[cH:40][cH:41][c:42]([Cl:45])[cH:43][cH:44]2)[CH3:46])[cH:32][cH:33][cH:34][cH:35]1.[CH3:48][c:49]1[cH:50][cH:51][cH:52][cH:53][cH:54]1.[OH2:47]>>[S:10]=[C:26]([CH:25]([O:24][CH3:23])[c:30]1[c:31]([O:36][N:37]=[C:38]([c:39]2[cH:40][cH:41][c:42]([Cl:45])[cH:43][cH:44]2)[CH3:46])[cH:32][cH:33][cH:34][cH:35]1)[NH:28][CH3:29]. Reactants: Cc1ccc(NC(=O)C(O)COCCO[Si](c2ccccc2)(c2ccccc2)C(C)(C)C)nc1, N#Cc1cccc(Cl)c1-n1ncc2c(Cl)ncnc21. The product is Cc1ccc(NC(=O)C(COCCO[Si](c2ccccc2)(c2ccccc2)C(C)(C)C)Oc2ncnc3c2cnn3-c2c(Cl)cccc2C#N)nc1. Reaction SMILES: [C:1]([CH3:2])([CH3:3])([CH3:4])[Si:5]([O:6][CH2:7][CH2:8][O:9][CH2:10][CH:11]([C:12](=[O:13])[NH:14][c:15]1[n:16][cH:17][c:18]([CH3:21])[cH:19][cH:20]1)[OH:22])([c:23]1[cH:24][cH:25][cH:26][cH:27][cH:28]1)[c:29]1[cH:30][cH:31][cH:32][cH:33][cH:34]1.[Cl:35][c:36]1[c:37](-[n:44]2[n:45][cH:46][c:47]3[c:48]2[n:49][cH:50][n:51][c:52]3[Cl:53])[c:38]([C:39]#[N:40])[cH:41][cH:42][cH:43]1>>[C:1]([CH3:2])([CH3:3])([CH3:4])[Si:5]([O:6][CH2:7][CH2:8][O:9][CH2:10][CH:11]([C:12](=[O:13])[NH:14][c:15]1[n:16][cH:17][c:18]([CH3:21])[cH:19][cH:20]1)[O:22][c:52]1[c:47]2[cH:46][n:45][n:44](-[c:37]3[c:36]([Cl:35])[cH:43][cH:42][cH:41][c:38]3[C:39]#[N:40])[c:48]2[n:49][cH:50][n:51]1)([c:23]1[cH:24][cH:25][cH:26][cH:27][cH:28]1)[c:29]1[cH:30][cH:31][cH:32][cH:33][cH:34]1.